Dataset: the Open Reaction Database (ORD), a public repository of structured organic reaction records. Task: describe an organic reaction: reactants, conditions, products, and yield Starting materials: C(#C)[Si](C)(C)C (ethynyl-trimethylsilane), C(C1=CC=CC=C1)OC(=O)N1[C@@H](CCCC1)C1=NC2=C(N1)C=CC(=C2)I ((S)-2-(5-iodo-1H-benzoimidazol-2-yl)-piperidine-1-carboxylic acid benzyl ester), TEA. Reagents/catalysts: [Cu]I (CuI), C1=CC=C(C=C1)P(C2=CC=CC=C2)C3=CC=CC=C3.C1=CC=C(C=C1)P(C2=CC=CC=C2)C3=CC=CC=C3.Cl[Pd]Cl (bis(triphenylphosphine)palladium(II)dichloride). Run in CN(C)C=O (DMF). Conditions: time 8 hour. Yields the product C(C1=CC=CC=C1)OC(=O)N1[C@@H](CCCC1)C1=NC2=C(N1)C=CC(=C2)C#C ((S)-2-(5-Ethynyl-1H-benzoimidazol-2-yl)-piperidine-1-carboxylic acid benzyl ester), C(C1=CC=CC=C1)OC(=O)N1[C@@H](CCCC1)C1=NC2=C(N1)C=CC(=C2)C#C[Si](C)(C)C ((S)-2-(5-trimethylsilanylethynyl-1H-benzoimidazol-2-yl)-piperidine-1-carboxylic acid benzyl ester). Isolated yield 138.8%. Reaction SMILES: [CH2:1]([O:8][C:9]([N:11]1[CH2:16][CH2:15][CH2:14][CH2:13][C@H:12]1[C:17]1[NH:21][C:20]2[CH:22]=[CH:23][C:24](I)=[CH:25][C:19]=2[N:18]=1)=[O:10])[C:2]1[CH:7]=[CH:6][CH:5]=[CH:4][CH:3]=1.[C:27]([Si:29]([CH3:32])([CH3:31])[CH3:30])#[CH:28]>CN(C=O)C.[Cu]I.C1C=CC(P(C2C=CC=CC=2)C2C=CC=CC=2)=CC=1.C1C=CC(P(C2C=CC=CC=2)C2C=CC=CC=2)=CC=1.Cl[Pd]Cl>[CH2:1]([O:8][C:9]([N:11]1[CH2:16][CH2:15][CH2:14][CH2:13][C@H:12]1[C:17]1[NH:21][C:20]2[CH:22]=[CH:23][C:24]([C:27]#[CH:28])=[CH:25][C:19]=2[N:18]=1)=[O:10])[C:2]1[CH:7]=[CH:6][CH:5]=[CH:4][CH:3]=1.[CH2:1]([O:8][C:9]([N:11]1[CH2:16][CH2:15][CH2:14][CH2:13][C@H:12]1[C:17]1[NH:21][C:20]2[CH:22]=[CH:23][C:24]([C:28]#[C:27][Si:29]([CH3:32])([CH3:31])[CH3:30])=[CH:25][C:19]=2[N:18]=1)=[O:10])[C:2]1[CH:7]=[CH:6][CH:5]=[CH:4][CH:3]=1 |f:4.5.6|. Reported procedure: To a stirring solution of (S)-2-(5-iodo-1H-benzoimidazol-2-yl)-piperidine-1-carboxylic acid benzyl ester (524 mg, 1.135 mmol), CuI (22 mg, 0.114 mmol) and bis(triphenylphosphine)palladium(II)dichloride (40 mg, 0.056 mmol) in DMF (4 mL) is added TEA (0.47 mL, 3.4 mmol) followed by ethynyl-trimethylsilane (0.17 mL, 1.25 mmol). The reaction mixture is stirred at room temperature overnight and concentrated in vacuum to dryness. The residue is purified by flash column chromatography on silica gel (Et... Starting materials: BrCCCOC=1C=C(C=CC1)C1=NOC2=C1SC=C2 (3-[3-(3-bromo-propoxy)-phenyl]-thieno[2,3-d]isoxazole), C([O-])([O-])=O.[K+].[K+] (potassium carbonate), FC1=C(CN)C=CC(=C1)F (2,4-difluorobenzylamine). Solvent: C(C)#N (acetonitrile). Yields the product FC1=C(CNCCCOC2=CC(=CC=C2)C2=NOC3=C2SC=C3)C=CC(=C1)F ((2,4-difluoro-benzyl)-[3-(3-thieno[2,3-d]isoxazol-3-yl-phenoxy)-propyl]-amine). As a reaction SMILES: Br[CH2:2][CH2:3][CH2:4][O:5][C:6]1[CH:7]=[C:8]([C:12]2[C:16]3[S:17][CH:18]=[CH:19][C:15]=3[O:14][N:13]=2)[CH:9]=[CH:10][CH:11]=1.C(=O)([O-])[O-].[K+].[K+].[F:26][C:27]1[CH:34]=[C:33]([F:35])[CH:32]=[CH:31][C:28]=1[CH2:29][NH2:30]>C(#N)C>[F:26][C:27]1[CH:34]=[C:33]([F:35])[CH:32]=[CH:31][C:28]=1[CH2:29][NH:30][CH2:2][CH2:3][CH2:4][O:5][C:6]1[CH:11]=[CH:10][CH:9]=[C:8]([C:12]2[C:16]3[S:17][CH:18]=[CH:19][C:15]=3[O:14][N:13]=2)[CH:7]=1 |f:1.2.3|. Reported procedure: The title compound is prepared from 3-[3-(3-bromo-propoxy)-phenyl]-thieno[2,3-d]isoxazole, potassium carbonate, 2,4-difluorobenzylamine, and acetonitrile essentially as described above in example 56. Purity by LC/MS (APCI)=95%, [M+H]+=401.